This data is from the Open Reaction Database (ORD), a public repository of structured organic reaction records. The task is: describe an organic reaction: reactants, conditions, products, and yield Reactants: COC(=O)c1ccc(CBr)cc1, [K+], [K+], O=C([O-])[O-], CN(C)C=O, O, c1ccc2[nH]cnc2c1. The product is COC(=O)c1ccc(Cn2cnc3ccccc32)cc1. Reaction SMILES: [Br:1][CH2:2][c:3]1[cH:4][cH:5][c:6]([C:7](=[O:8])[O:9][CH3:10])[cH:11][cH:12]1.[K+:22].[K+:23].[O-:24][C:25]([O-:26])=[O:27].[O:29]=[CH:30][N:31]([CH3:32])[CH3:33].[OH2:28].[n:13]1[cH:14][nH:15][c:16]2[c:17]1[cH:18][cH:19][cH:20][cH:21]2>>[CH2:2]([c:3]1[cH:4][cH:5][c:6]([C:7](=[O:8])[O:9][CH3:10])[cH:11][cH:12]1)[n:13]1[cH:14][n:15][c:16]2[c:17]1[cH:18][cH:19][cH:20][cH:21]2. The reactants are [BH4-].[Na+] (sodium borohydride), OC1(CCN(CC1)CC(=O)C=1C=C2CCC(NC2=CC1)=O)C1=CC(=CC=C1)OC (6-{[4-Hydroxy-4-(3-methoxyphenyl)-1-piperidinyl]acetyl}-3,4-dihydroquinolin-2(1H)-one). Solvent: C(C)O (ethanol), C(C)O (ethanol). Run at time 8 hour. The product is OC(CN1CCC(CC1)(C1=CC(=CC=C1)OC)O)C=1C=C2CCC(NC2=CC1)=O (6-{1-Hydroxy-2-[4-hydroxy-4-(3-methoxyphenyl)-1-piperidinyl]ethyl}-3,4-dihydroquinolin-2(1H)-one). Isolated yield 68.5%. Reaction SMILES: [BH4-].[Na+].[OH:3][C:4]1([C:24]2[CH:29]=[CH:28][CH:27]=[C:26]([O:30][CH3:31])[CH:25]=2)[CH2:9][CH2:8][N:7]([CH2:10][C:11]([C:13]2[CH:14]=[C:15]3[C:20](=[CH:21][CH:22]=2)[NH:19][C:18](=[O:23])[CH2:17][CH2:16]3)=[O:12])[CH2:6][CH2:5]1>C(O)C>[OH:12][CH:11]([C:13]1[CH:14]=[C:15]2[C:20](=[CH:21][CH:22]=1)[NH:19][C:18](=[O:23])[CH2:17][CH2:16]2)[CH2:10][N:7]1[CH2:8][CH2:9][C:4]([OH:3])([C:24]2[CH:29]=[CH:28][CH:27]=[C:26]([O:30][CH3:31])[CH:25]=2)[CH2:5][CH2:6]1 |f:0.1|. Procedure: To a stirred solution of sodium borohydride (1.15 g, 30.3 mmol) in ethanol (100 ml) was added suspension of 6-{[4-Hydroxy-4-(3-methoxyphenyl)-1-piperidinyl]acetyl}-3,4-dihydroquinolin-2(1H)-one (5.98 g, 15.2 mmol) in ethanol (40 ml) at 0° C. and the reaction mixture was stirred at room temperature overnight. The precipitate was filtered and added to methanol (20 ml). The precipitate was collected by filtration to afford the title compound (4.13 g, 69%) as a white solid. Starting materials: CSC1=CC=C(C=C1)C1=CC(OC1)=O (4-(4-(methylthio)phenyl)-2-(5H)-furanone), II (I2). The solvent is CCOCC (ether), N1=CC=CC=C1 (pyridine). Run at time 24 hour. Yields the product IC=1C(OCC1C1=CC=C(C=C1)SC)=O (3-iodo-4-(4-(methylthio)phenyl)-2-(5H)-furanone). As a reaction SMILES: [CH3:1][S:2][C:3]1[CH:8]=[CH:7][C:6]([C:9]2[CH2:13][O:12][C:11](=[O:14])[CH:10]=2)=[CH:5][CH:4]=1.[I:15]I>N1C=CC=CC=1.CCOCC>[I:15][C:10]1[C:11](=[O:14])[O:12][CH2:13][C:9]=1[C:6]1[CH:7]=[CH:8][C:3]([S:2][CH3:1])=[CH:4][CH:5]=1. Procedure details: To a solution of 3 g of the product of Step 2 in 30 ml of pyridine is added 8.7 g of I2. The mixture is stirred for 24 h and then diluted with 200 ml of ether, washed with 100 ml of 5N HCl and 50 ml of 5N Na2 S2O3. The ether layer is dried over Na2SO4 and concentrated to give the title compound. Reactants: ClC1=NC(=NC(=N1)CC1=C(C=CC=C1Cl)Cl)NC1=CC=C(C#N)C=C1 (4-[[4-chloro-6-[(2,6-dichlorophenyl)methyl]-1,3,5-triazin-2-yl]-amino]benzonitrile), C[Si](ON)(C)C (O-(trimethylsilyl)hydroxyl-amine). The solvent is O1CCOCC1 (1,4-dioxane). Run at time 20 hour. Product: Cl.ClC1=C(C(=CC=C1)Cl)CC1=NC(=NC(=N1)NO)NC1=CC=C(C#N)C=C1 (4-[[4-[(2,6-dichlorophenyl)methyl]-6-(hydroxyamino)-1,3,5-triazin-2-yl] amino]benzonitrile monohydrochloride). The yield is 54.6%. RXN SMILES: [Cl:1][C:2]1[N:7]=[C:6]([CH2:8][C:9]2[C:14]([Cl:15])=[CH:13][CH:12]=[CH:11][C:10]=2[Cl:16])[N:5]=[C:4]([NH:17][C:18]2[CH:25]=[CH:24][C:21]([C:22]#[N:23])=[CH:20][CH:19]=2)[N:3]=1.C[Si](C)(C)[O:28][NH2:29]>O1CCOCC1>[ClH:1].[Cl:16][C:10]1[CH:11]=[CH:12][CH:13]=[C:14]([Cl:15])[C:9]=1[CH2:8][C:6]1[N:7]=[C:2]([NH:29][OH:28])[N:3]=[C:4]([NH:17][C:18]2[CH:25]=[CH:24][C:21]([C:22]#[N:23])=[CH:20][CH:19]=2)[N:5]=1 |f:3.4|. Procedure: Intermediate (27) (0.0128 mol), 1,4-dioxane (50 ml), and O-(trimethylsilyl)hydroxyl-amine, (0.134 mol) were combined under argon. The reaction mixture was stirred at RT for 20 hours. The reaction mixture was concentrated and DCM (50 ml), NaOH (1 N; 50 ml), and HCl (1N; 100 ml) were added. The solution was stirred for one hour. The precipitate was filtered off and recrystallized from methanol. The precipitate was filtered off and dried, yielding 2.96 g (59.8%) of 4-[[4-[(2,6-dichlorophenyl)methyl... Starting materials: [BH4-].[Na+] (sodium borohydride), [OH-].[Na+] (sodium hydroxide), ClC=1C=C2C=CC(=CC2=CC1)C(=O)C1CCN(CC1)CCCC(=O)C1=CC=C(C=C1)F (4-[4-(6-chloro-2-naphthoyl)-1-piperidyl]-1-(4-fluorophenyl)-1-butanone), Cl (hydrochloric acid). Solvent: C(C)O (ethanol), O (water). Conditions: time 1 hour. Yields the product FC1=CC=C(C=C1)C(CCCN1CCC(CC1)C(O)C1=CC2=CC=C(C=C2C=C1)Cl)O (α-(4-fluorophenyl)-4-[(6-chloro-2-naphthyl)hydroxymethyl]-1-piperidinebutanol). RXN SMILES: [Cl:1][C:2]1[CH:3]=[C:4]2[C:9](=[CH:10][CH:11]=1)[CH:8]=[C:7]([C:12]([CH:14]1[CH2:19][CH2:18][N:17]([CH2:20][CH2:21][CH2:22][C:23]([C:25]3[CH:30]=[CH:29][C:28]([F:31])=[CH:27][CH:26]=3)=[O:24])[CH2:16][CH2:15]1)=[O:13])[CH:6]=[CH:5]2.[BH4-].[Na+].Cl.[OH-].[Na+]>C(O)C.O>[F:31][C:28]1[CH:29]=[CH:30][C:25]([CH:23]([OH:24])[CH2:22][CH2:21][CH2:20][N:17]2[CH2:16][CH2:15][CH:14]([CH:12]([C:7]3[CH:6]=[CH:5][C:4]4[C:9](=[CH:10][CH:11]=[C:2]([Cl:1])[CH:3]=4)[CH:8]=3)[OH:13])[CH2:19][CH2:18]2)=[CH:26][CH:27]=1 |f:1.2,4.5|. Procedure details: To a stirred suspension of 4.4 g (0.01 mole) of 4-[4-(6-chloro-2-naphthoyl)-1-piperidyl]-1-(4-fluorophenyl)-1-butanone in 100 ml of absolute ethanol at 50° C. is gradually added 1.9 g (0.05 mole) sodium borohydride. Stirring is continued at 50° for one hour after the addition is completed and 20 ml of 3 N hydrochloric acid is added slowly. The mixture is diluted to 400 ml with water, made basic with sodium hydroxide, and extracted with chloroform. The organic phase is dried over MgSO4, concentra... Reactants: Br, C1COCCO1, Cl, [Na+], [Na+], [Na+], [OH-], O, O=S([O-])[O-], CC(=O)c1cc2c3c(c1)CCCC3CCC2. Product: O=C(O)c1cc2c3c(c1)CCCC3CCC2. RXN SMILES: [Br:3].[CH2:27]1[O:28][CH2:29][CH2:30][O:31][CH2:32]1.[ClH:26].[Na+:24].[Na+:25].[Na+:2].[OH-:1].[OH2:33].[S:20]([O-:21])([O-:22])=[O:23].[cH:4]1[c:5]([C:17]([CH3:18])=[O:19])[cH:6][c:7]2[c:16]3[c:15]1[CH2:14][CH2:13][CH2:12][CH:11]3[CH2:10][CH2:9][CH2:8]2>>[O:1]=[C:17]([c:5]1[cH:4][c:15]2[c:16]3[c:7]([cH:6]1)[CH2:8][CH2:9][CH2:10][CH:11]3[CH2:12][CH2:13][CH2:14]2)[OH:19]. The reactants are CI (methyl iodide), C(C)OC(CC1=NC(=C(C(=C1C#N)C1=CC2=C(OCO2)C=C1)C#N)N)=O (Ethyl[6-amino-4-(1,3-benzodioxol-5-yl)-3,5-dicyano-2-pyridinyl]acetate), [H-].[Na+] (Sodium hydride), CI (Methyl iodide), O (water). The solvent is CN(C)C=O (DMF). Conditions: time 45 minute. Yields the product NC1=C(C(=C(C(=N1)C(C(=O)OCC)C)C#N)C1=CC2=C(OCO2)C=C1)C#N (Ethyl 2-[6-amino-4-(1,3-benzodioxol-5-yl)-3,5-dicyano-2-pyridinyl]propionate). RXN SMILES: [CH2:1]([O:3][C:4](=[O:26])[CH2:5][C:6]1[C:11]([C:12]#[N:13])=[C:10]([C:14]2[CH:22]=[CH:21][C:17]3[O:18][CH2:19][O:20][C:16]=3[CH:15]=2)[C:9]([C:23]#[N:24])=[C:8]([NH2:25])[N:7]=1)[CH3:2].[H-].[Na+].[CH3:29]I.O>CN(C=O)C>[NH2:25][C:8]1[N:7]=[C:6]([CH:5]([CH3:29])[C:4]([O:3][CH2:1][CH3:2])=[O:26])[C:11]([C:12]#[N:13])=[C:10]([C:14]2[CH:22]=[CH:21][C:17]3[O:18][CH2:19][O:20][C:16]=3[CH:15]=2)[C:9]=1[C:23]#[N:24] |f:1.2|. Procedure details: Ethyl[6-amino-4-(1,3-benzodioxol-5-yl)-3,5-dicyano-2-pyridinyl]acetate (step 1) (2.00 g, 5.71 mmol) is initially charged in 40 ml of DMF. Sodium hydride (0.37 g, 9.19 mmol) is added and the mixture is stirred for 45 minutes. Methyl iodide (0.40 ml, 6.39 mmol) is then added, the color of the yellow reaction solution turning to orange. After five hours, a further 0.2 ml of methyl iodide is added and the mixture is stirred at room temperature overnight. The mixture is poured into water (50 ml), and...